From a dataset of the Open Reaction Database (ORD), a public repository of structured organic reaction records. describe an organic reaction: reactants, conditions, products, and yield The reactants are CC(C)(C)ON, CCN=C=NCCCN(C)C, ClCCl, COc1ccc(S(=O)(=O)N(Cc2ccncc2)C(C(=O)O)C2CCN(C(=O)OCCc3cccc4ccccc34)CC2)cc1, CN1CCOCC1, CCOC(C)=O, Cl, On1nnc2cccnc21. The product is COc1ccc(S(=O)(=O)N(Cc2ccncc2)C(C(=O)NOC(C)(C)C)C2CCN(C(=O)OCCc3cccc4ccccc34)CC2)cc1. Reaction SMILES: [C:45]([CH3:46])([CH3:47])([CH3:48])[O:49][NH2:50].[CH2:69]([N:70]=[C:71]=[N:72][CH2:73][CH2:74][CH2:75][N:76]([CH3:77])[CH3:78])[CH3:79].[CH2:80]([Cl:81])[Cl:82].[CH3:1][O:2][c:3]1[cH:4][cH:5][c:6]([S:9](=[O:10])(=[O:11])[N:12]([CH:13]([C:14](=[O:15])[OH:16])[CH:17]2[CH2:18][CH2:19][N:20]([C:23](=[O:24])[O:25][CH2:26][CH2:27][c:28]3[cH:29][cH:30][cH:31][c:32]4[cH:33][cH:34][cH:35][cH:36][c:37]34)[CH2:21][CH2:22]2)[CH2:38][c:39]2[cH:40][cH:41][n:42][cH:43][cH:44]2)[cH:7][cH:8]1.[CH3:51][N:52]1[CH2:53][CH2:54][O:55][CH2:56][CH2:57]1.[CH3:83][CH2:84][O:85][C:86](=[O:87])[CH3:88].[ClH:68].[OH:58][n:59]1[c:60]2[n:61][cH:62][cH:63][cH:64][c:65]2[n:66][n:67]1>>[CH3:1][O:2][c:3]1[cH:4][cH:5][c:6]([S:9](=[O:10])(=[O:11])[N:12]([CH:13]([C:14](=[O:15])[NH:50][O:49][C:45]([CH3:46])([CH3:47])[CH3:48])[CH:17]2[CH2:18][CH2:19][N:20]([C:23](=[O:24])[O:25][CH2:26][CH2:27][c:28]3[cH:29][cH:30][cH:31][c:32]4[cH:33][cH:34][cH:35][cH:36][c:37]34)[CH2:21][CH2:22]2)[CH2:38][c:39]2[cH:40][cH:41][n:42][cH:43][cH:44]2)[cH:7][cH:8]1. The reactants are anthranilic esters, ClN1C(=O)N(C(=O)C1(C)C)Cl (1,3-dichloro-5,5-dimethylhydantoin), 3-chloroanthranilic alkyl esters, ClC1=C2C(C(=O)OC2=O)=CC=C1 (3-chlorophthalic anhydride), 3-chloroanthranilic alkyl esters, anthranilic esters, 6-chloroanthranilic alkyl esters, 8-chloroisatoic anhydrides, chloroanthranilic alkyl esters, alkanols, 3,5-dichloroanthranilic alkyl esters, N (ammonia), alkali metal hydroxide, alkali metal hypochlorite, 3-chloroanthranilic alkyl esters, anthranilic esters, anthranilic alkyl ester. The product is 3-chloroanthranilic alkyl esters, ClC1=C(C(C(=O)OC)=CC=C1)N (methyl 3-chloroanthranilate). The yield is 49.6%. Reaction SMILES: [Cl:1][C:2]1[CH:12]=[CH:11][CH:10]=[C:4]2[C:5]([O:7][C:8](=O)[C:3]=12)=[O:6].N.Cl[N:15]1C(C)(C)C(=O)N(Cl)C1=O>>[Cl:1][C:2]1[CH:12]=[CH:11][CH:10]=[C:4]([C:5]([O:7][CH3:8])=[O:6])[C:3]=1[NH2:15]. Procedure details: Pure 3-chloroanthranilic alkyl esters have previously been prepared only in a 5-step synthesis starting from anthranilic esters (U.S. Pat. No. 5,068,392). According to U.S. Pat. No. 5,068,392, (pure) 3-chloroanthranilic alkyl esters can be prepared starting from anthranilic esters by means of a 5-step synthesis. The amino group of the anthranilic alkyl ester is first acetylated, bromination then takes place in the para position to the acetylated amino group, and this is then followed by chlorina... Starting materials: CC(=O)OCCc1ccc(Br)cc1[N+](=O)[O-], CO, CCOC(C)=O, [Cl-], Cl, [NH4+], [Na+], [OH-]. The product is O=[N+]([O-])c1cc(Br)ccc1CCO. Reaction SMILES: [C:1](=[O:2])([CH3:3])[O:4][CH2:5][CH2:6][c:7]1[c:8]([N+:14](=[O:15])[O-:16])[cH:9][c:10]([Br:13])[cH:11][cH:12]1.[CH3:22][OH:23].[CH3:24][CH2:25][O:26][C:27](=[O:28])[CH3:29].[Cl-:19].[ClH:21].[NH4+:20].[Na+:18].[OH-:17]>>[OH:4][CH2:5][CH2:6][c:7]1[c:8]([N+:14](=[O:15])[O-:16])[cH:9][c:10]([Br:13])[cH:11][cH:12]1. The reactants are CO, O=C(O)c1ccc(O)c(F)c1F, O=S(=O)(O)O. Product: COC(=O)c1ccc(O)c(F)c1F. RXN SMILES: [CH3:18][OH:19].[OH:1][c:2]1[c:3]([F:12])[c:4]([F:11])[c:5]([C:6](=[O:7])[OH:8])[cH:9][cH:10]1.[S:13](=[O:14])(=[O:15])([OH:16])[OH:17]>>[OH:1][c:2]1[c:3]([F:12])[c:4]([F:11])[c:5]([C:6]([O:7][CH3:18])=[O:8])[cH:9][cH:10]1. Reactants: CO, Cl, CN(C)CCNc1ccccc1[N+](=O)[O-]. The product is Cl, CN(C)CCNc1ccccc1N. As a reaction SMILES: [CH3:17][OH:18].[ClH:16].[N+:1]([O-:2])(=[O:3])[c:4]1[c:5]([NH:10][CH2:11][CH2:12][N:13]([CH3:14])[CH3:15])[cH:6][cH:7][cH:8][cH:9]1>>[ClH:16].[NH2:1][c:4]1[c:5]([NH:10][CH2:11][CH2:12][N:13]([CH3:14])[CH3:15])[cH:6][cH:7][cH:8][cH:9]1. Yields the product ClC1=CC=C(C=C1)NC(=O)NS(=O)(=O)CCCC (N-(4-chlorophenyl)-N'-1-butanesulfonylurea). Procedure: 1-butanesulfonamide sodium salt (9.1 g, 57 mmole) was dissolved in water (40 ml) and acetone (40 ml) was added. To the resulting mixture was added dropwise 40 ml of acetone containing 4-chlorophenyl isocyanate (8.6 g). After two hours solid was removed from the reaction mixture by filtration. The solid was washed with water and the combined filtrate was treated with 1N HCl (57 ml). After about one hour, precipitate was collected from the filtrate and washed with water. After drying at 65° C. und... Yield: 65.7%. Run in O (water). Conditions: time 1 hour. Reactants: ClC1=CC=C(C=C1)N=C=O (4-chlorophenyl isocyanate), [Na+].C(CCC)S(=O)(=O)[NH-] (1-butanesulfonamide sodium salt), CC(=O)C (acetone), CC(=O)C (acetone). As a reaction SMILES: [Na+].[CH2:2]([S:6]([NH-:9])(=[O:8])=[O:7])[CH2:3][CH2:4][CH3:5].CC(C)=O.[Cl:14][C:15]1[CH:20]=[CH:19][C:18]([N:21]=[C:22]=[O:23])=[CH:17][CH:16]=1>O>[Cl:14][C:15]1[CH:20]=[CH:19][C:18]([NH:21][C:22]([NH:9][S:6]([CH2:2][CH2:3][CH2:4][CH3:5])(=[O:8])=[O:7])=[O:23])=[CH:17][CH:16]=1 |f:0.1|.